From a dataset of the Open Reaction Database (ORD), a public repository of structured organic reaction records. describe an organic reaction: reactants, conditions, products, and yield Reactants: CN1CCCc2ccc(O)cc21, Cl, O=N[O-], [Na+], O. The product is CN1CCCc2cc(N=O)c(O)cc21, Cl. As a reaction SMILES: [CH3:1][N:2]1[CH2:3][CH2:4][CH2:5][c:6]2[cH:7][cH:8][c:9]([OH:12])[cH:10][c:11]21.[ClH:13].[N:14](=[O:15])[O-:16].[Na+:17].[OH2:18]>>[CH3:1][N:2]1[CH2:3][CH2:4][CH2:5][c:6]2[cH:7][c:8]([N:14]=[O:15])[c:9]([OH:12])[cH:10][c:11]21.[ClH:13]. Starting materials: C(C1=CC=CC=C1)C#N (benzyl cyanide), BrCCCCBr (1,4-dibromobutane), O (water), C(C)(=O)OCC (ethyl acetate). Run in [H-].[Na+] (sodium hydride), O1CCCC1 (tetrahydrofuran). Conditions: time 1 hour. Yields the product C1(=CC=CC=C1)C1(CCCC1)C(=O)O (1-phenylcyclopentanecarboxylic acid). RXN SMILES: C(C#N)[C:2]1[CH:7]=[CH:6][CH:5]=[CH:4][CH:3]=1.Br[CH2:11][CH2:12][CH2:13][CH2:14]Br.O.[C:17]([O:20]CC)(=[O:19])[CH3:18]>[H-].[Na+].O1CCCC1>[C:2]1([C:18]2([C:17]([OH:20])=[O:19])[CH2:14][CH2:13][CH2:12][CH2:11]2)[CH:3]=[CH:4][CH:5]=[CH:6][CH:7]=1 |f:4.5|. Reported procedure: In a stream of argon, 60% sodium hydride was dissolved in 10 ml of tetrahydrofuran, and the solution was mixed with 2.0 g of benzyl cyanide, stirred for 1 hour at room temperature, further mixed with 3.69 g of 1,4-dibromobutane and again stirred for 16 hours at room temperature. The reaction mixture was mixed with water and ethyl acetate, and the resulting organic layer was separated, washed with a saturated sodium chloride aqueous solution and then dried over anhydrous magnesium sulfate. After ...